Task: describe an organic reaction: reactants, conditions, products, and yield. Dataset: the Open Reaction Database (ORD), a public repository of structured organic reaction records The product is C(CCCCCC)(=O)OCN1C(N(C2=C1C=CC=C2)CCCCl)=O ((3-(3-chloropropyl)-2-oxo-2,3-dihydro-1H-benzo[d]imidazol-1-yl)methyl heptanoate). Starting materials: C(CCCCCC)(=O)Cl (Heptanoyl chloride), ClCCCN1C(N(C2=C1C=CC=C2)CO)=O (1-(3-chloropropyl)-3-(hydroxymethyl)-1H-benzo[d]imidazol-2(3H)-one), N1=CC=CC=C1 (pyridine). The solvent is ClCCl (dichloromethane). Procedure: Heptanoyl chloride (0.64 mL, 4.15 mmol) was added dropwise at 0° C. to 1-(3-chloropropyl)-3-(hydroxymethyl)-1H-benzo[d]imidazol-2(3H)-one (1.00 g, 4.15 mmol) and pyridine (0.50 mL, 6.23 mmol) in dichloromethane (20 mL) and then allowed to warm to room temperature. The mixture was washed with water and brine, dried (MgSO4), and evaporated. The residue was purified by PTLC (30% ethyl acetate/hexanes) to give product as an oil (1.35 g, 92%); NMR (DMSO-d6); δ0.80 (t, J=6.8 Hz, 3H); 1.15-1.19 (m, 6H)... Isolated yield 92.2%. Reaction SMILES: [C:1](Cl)(=[O:8])[CH2:2][CH2:3][CH2:4][CH2:5][CH2:6][CH3:7].[Cl:10][CH2:11][CH2:12][CH2:13][N:14]1[C:18]2[CH:19]=[CH:20][CH:21]=[CH:22][C:17]=2[N:16]([CH2:23][OH:24])[C:15]1=[O:25].N1C=CC=CC=1>ClCCl>[C:1]([O:24][CH2:23][N:16]1[C:17]2[CH:22]=[CH:21][CH:20]=[CH:19][C:18]=2[N:14]([CH2:13][CH2:12][CH2:11][Cl:10])[C:15]1=[O:25])(=[O:8])[CH2:2][CH2:3][CH2:4][CH2:5][CH2:6][CH3:7]. Reactants: [O-]CC.[Na+] (sodium ethoxide), C(C)O (ethanol), CS(=O)(=O)NC1=CC2=C(NC(=NS2(=O)=O)CC(=O)O)C=C1 ((7-Methanesulfonylamino-1,1-dioxo-1,4-dihydro-1λ6-benzo[1,2,4]thiadiazin-3-yl)-acetic acid), Cl.CN(CCCN=C=NCC)C (1-(3-dimethylaminopropyl)-3-ethylcarbodiimide hydrochloride), CN1CCOCC1 (N-methylmorpholine), C(C)OC(=O)[C@H]1[C@H](CCC1)NCC1CC1 ((1R,2S)-2-(cyclopropylmethyl-amino)-cyclopentanecarboxylic acid ethyl ester). Run in CN(C=O)C (N,N-dimethylformamide). Run at temperature 25 celsius, time 16 hour. Yields the product C1(CC1)CN1C(C(=C([C@@H]2CCC[C@H]12)O)C1=NS(C2=C(N1)C=CC(=C2)NS(=O)(=O)C)(=O)=O)=O ((4aR,7aS)-N-[3-(1-cyclopropylmethyl-4-hydroxy-2-oxo-2,4a,5,6,7,7a-hexahydro-1H-[1]pyrindin-3-yl)-1,1-dioxo-1,4-dihydro-1λ6-benzo[1,2,4]thiadiazin-7-yl]-methanesulfonamide). Isolated yield 60.0%. RXN SMILES: [CH3:1][S:2]([NH:5][C:6]1[CH:21]=[CH:20][C:9]2[NH:10][C:11]([CH2:16][C:17](O)=[O:18])=[N:12][S:13](=[O:15])(=[O:14])[C:8]=2[CH:7]=1)(=[O:4])=[O:3].Cl.CN(C)CCCN=C=NCC.CN1CCOCC1.C(O[C:44]([C@@H:46]1[CH2:50][CH2:49][CH2:48][C@@H:47]1[NH:51][CH2:52][CH:53]1[CH2:55][CH2:54]1)=[O:45])C.[O-]CC.[Na+].C(O)C>CN(C)C=O>[CH:53]1([CH2:52][N:51]2[C@@H:47]3[C@@H:46]([CH2:50][CH2:49][CH2:48]3)[C:44]([OH:45])=[C:16]([C:11]3[NH:10][C:9]4[CH:20]=[CH:21][C:6]([NH:5][S:2]([CH3:1])(=[O:4])=[O:3])=[CH:7][C:8]=4[S:13](=[O:14])(=[O:15])[N:12]=3)[C:17]2=[O:18])[CH2:54][CH2:55]1 |f:1.2,5.6|. Procedure details: (7-Methanesulfonylamino-1,1-dioxo-1,4-dihydro-1λ6-benzo[1,2,4]thiadiazin-3-yl)-acetic acid (prepared as described in Example 1j, 0.075 g, 0.225 mmol), 1-(3-dimethylaminopropyl)-3-ethylcarbodiimide hydrochloride (0.045 g, 0.236 mmol) and N-methylmorpholine (0.052 mL, 0.473 mmol) were added sequentially to a solution of (1R,2S)-2-(cyclopropylmethyl-amino)-cyclopentanecarboxylic acid ethyl ester (0.048 g, 0.225 mmol) in N,N-dimethylformamide (3 mL) at 25° C. The reaction mixture was stirred at 25° ... Starting materials: ClC1=C(C=CC=C1Cl)C1CCNCC1 (4-(2,3-dichlorophenyl)piperidine), C([O-])([O-])=O.[K+].[K+] (potassium carbonate), ICC (1-iodoethane), ( 18 ), ( 14 ), ( 66 ). RXN SMILES: [Cl:1][C:2]1[C:7]([Cl:8])=[CH:6][CH:5]=[CH:4][C:3]=1[CH:9]1[CH2:14][CH2:13][NH:12][CH2:11][CH2:10]1.C(=O)([O-])[O-].[K+].[K+].I[CH2:22][CH3:23]>C(#N)C>[Cl:1][C:2]1[C:7]([Cl:8])=[CH:6][CH:5]=[CH:4][C:3]=1[CH:9]1[CH2:14][CH2:13][N:12]([CH2:22][CH3:23])[CH2:11][CH2:10]1 |f:1.2.3|. The product is ClC1=C(C=CC=C1Cl)C1CCN(CC1)CC (4-(2,3-dichlorophenyl)-1-ethylpiperidine). The solvent is C(C)#N (acetonitrile). Conditions: temperature 140 celsius. Procedure details: To a solution of 4-(2,3-dichlorophenyl)piperidine (10 mg) in acetonitrile (2 ml), was added potassium carbonate (10 mg) and 1-iodoethane (5 mg) and the mixture was heated to 140° C. in a sealed tube under microwave radiation for 400 s. MS m/z (rel. intensity, 70 eV) 258 (M+, 11), 257 (18), 256 (14), 244 (66), 242 (bp). Reactants: COC(CCCCCCCCN1CCC(OC(=O)Nc2ccccc2-c2ccccc2)CC1)OC, CC#N, ClCCl, Cl. The product is O=CCCCCCCCCN1CCC(OC(=O)Nc2ccccc2-c2ccccc2)CC1. Reaction SMILES: [CH3:1][O:2][CH:3]([CH2:4][CH2:5][CH2:6][CH2:7][CH2:8][CH2:9][CH2:10][CH2:11][N:12]1[CH2:13][CH2:14][CH:15]([O:18][C:19]([NH:20][c:21]2[c:22](-[c:27]3[cH:28][cH:29][cH:30][cH:31][cH:32]3)[cH:23][cH:24][cH:25][cH:26]2)=[O:33])[CH2:16][CH2:17]1)[O:34][CH3:35].[CH3:36][C:37]#[N:38].[Cl:40][CH2:41][Cl:42].[ClH:39]>>[O:2]=[CH:3][CH2:4][CH2:5][CH2:6][CH2:7][CH2:8][CH2:9][CH2:10][CH2:11][N:12]1[CH2:13][CH2:14][CH:15]([O:18][C:19]([NH:20][c:21]2[c:22](-[c:27]3[cH:28][cH:29][cH:30][cH:31][cH:32]3)[cH:23][cH:24][cH:25][cH:26]2)=[O:33])[CH2:16][CH2:17]1. Yield: 76.8%. Procedure: To a well-stirred reaction vessel equipped with a thermometer and a pH-electrode were added 39 g of water and 0.20 g of Arquad CB50 at 5° C. After the addition of 0.05 mole of 3-chlorobenzoic acid the pH was adjusted to 6 using a 10 wt % aqueous NaOH solution. Then, 0.05 mole of sec-butyl chloroformate was dosed within 5 min at 5° C. During this time and a post-reaction time of 165 min at 5° C. the pH was kept at a value between 6 and 9. After the post-reaction, 8.1 g of TBHP were added (0.063 m... Starting materials: [OH-].[Na+] (NaOH), ClC=1C=C(C(=O)O)C=CC1 (3-chlorobenzoic acid), CC(C)(C)OO (TBHP), [OH-].[Na+] (NaOH), ClC(=O)OC(C)CC (sec-butyl chloroformate). Reaction conditions: temperature 5 celsius, time 5 minute. As a reaction SMILES: [Cl:1][C:2]1[CH:3]=[C:4]([CH:8]=[CH:9][CH:10]=1)[C:5]([OH:7])=[O:6].[OH-].[Na+].ClC(OC(CC)C)=O.[CH3:21][C:22]([O:25][OH:26])([CH3:24])[CH3:23]>C(OCC)C.O>[Cl:1][C:2]1[CH:3]=[C:4]([CH:8]=[CH:9][CH:10]=1)[C:5]([O:7][O:26][O:25][C:22]([CH3:24])([CH3:23])[CH3:21])=[O:6] |f:1.2|. The product is ClC=1C=C(C(=O)OOOC(C)(C)C)C=CC1 (tert-butylperoxy 3-chlorobenzoate). Run in O (water), C(C)OCC (diethyl ether). Reactants: [Li]C(C)(C)C, C1CCOC1, CCCCC, Fc1nccn1C(c1ccccc1)(c1ccccc1)c1ccccc1, CN(C)C=O. Product: O=Cc1cn(C(c2ccccc2)(c2ccccc2)c2ccccc2)c(F)n1. RXN SMILES: [C:26]([Li:27])([CH3:28])([CH3:29])[CH3:30].[CH2:36]1[O:37][CH2:38][CH2:39][CH2:40]1.[CH3:41][CH2:42][CH2:43][CH2:44][CH3:45].[F:1][c:2]1[n:3]([C:7]([c:8]2[cH:9][cH:10][cH:11][cH:12][cH:13]2)([c:14]2[cH:15][cH:16][cH:17][cH:18][cH:19]2)[c:20]2[cH:21][cH:22][cH:23][cH:24][cH:25]2)[cH:4][cH:5][n:6]1.[O:31]=[CH:32][N:33]([CH3:34])[CH3:35]>>[F:1][c:2]1[n:3]([C:7]([c:8]2[cH:9][cH:10][cH:11][cH:12][cH:13]2)([c:14]2[cH:15][cH:16][cH:17][cH:18][cH:19]2)[c:20]2[cH:21][cH:22][cH:23][cH:24][cH:25]2)[cH:4][c:5]([CH:32]=[O:31])[n:6]1. The yield is 48.6%. The solvent is C(C)#N (acetonitrile). The reactants are ClCCCN1S(C2=C(C(C1)=NO)N(C=C2)C)(=O)=O (2-(3-chloropropyl)-4-hydroxyimino-5-methyl-2,3,4,5-tetrahydropyrrolo[2,3-e][1,2]thiazine 1,1-dioxide), Cl.FC1=CC=C(C(=O)C2CCNCC2)C=C1 (4-(4-fluorobenzoyl)piperidine hydrochloride), C(O)([O-])=O.[Na+] (sodium hydrogencarbonate), [I-].[Na+] (sodium iodide). Product: FC1=CC=C(C(=O)C2CCN(CC2)CCCN2S(C3=C(C(C2)=NO)N(C=C3)C)(=O)=O)C=C1 (2-[3-[4-(4-fluorobenzoyl)piperidino]-propyl]-4-hydroxyimino-5-methyl-2,3,4,5-tetrahydro-pyrrolo-[2,3-e][1,2]thiazine 1,1-dioxide). Reported procedure: A suspension of 116 mg (0.4 mmol) of Compound 19, 389 mg (0.6 mmol) of 4-(4-fluorobenzoyl)piperidine hydrochloride, 134 mg (1.6 mmol) of sodium hydrogencarbonate and 120 mg (0.8 mmol) of sodium iodide in 8 ml of acetonitrile was refluxed for 24 hours. The reaction mixture was filtered, and the filtrate was concentrated under reduced pressure. The residue was purified by chromatography on a silica gel column (eluent: methanol/methylene chloride=1/15), whereby 90 mg of the title compound were obta... RXN SMILES: Cl[CH2:2][CH2:3][CH2:4][N:5]1[CH2:10][C:9](=[N:11][OH:12])[C:8]2[N:13]([CH3:16])[CH:14]=[CH:15][C:7]=2[S:6]1(=[O:18])=[O:17].Cl.[F:20][C:21]1[CH:34]=[CH:33][C:24]([C:25]([CH:27]2[CH2:32][CH2:31][NH:30][CH2:29][CH2:28]2)=[O:26])=[CH:23][CH:22]=1.C(=O)([O-])O.[Na+].[I-].[Na+]>C(#N)C>[F:20][C:21]1[CH:22]=[CH:23][C:24]([C:25]([CH:27]2[CH2:32][CH2:31][N:30]([CH2:2][CH2:3][CH2:4][N:5]3[CH2:10][C:9](=[N:11][OH:12])[C:8]4[N:13]([CH3:16])[CH:14]=[CH:15][C:7]=4[S:6]3(=[O:18])=[O:17])[CH2:29][CH2:28]2)=[O:26])=[CH:33][CH:34]=1 |f:1.2,3.4,5.6|. Reactants: CCO, Cl, [K+], [OH-], O, O, CCOC(=O)c1ccc(NCCCc2ccccc2)cc1. Yields the product O=C(O)c1ccc(NCCCc2ccccc2)cc1. Reaction SMILES: [CH2:25]([OH:26])[CH3:27].[ClH:28].[K+:23].[OH-:22].[OH2:24].[OH2:29].[c:1]1([CH2:7][CH2:8][CH2:9][NH:10][c:11]2[cH:12][cH:13][c:14]([C:15](=[O:16])[O:17][CH2:18][CH3:19])[cH:20][cH:21]2)[cH:2][cH:3][cH:4][cH:5][cH:6]1>>[c:1]1([CH2:7][CH2:8][CH2:9][NH:10][c:11]2[cH:12][cH:13][c:14]([C:15](=[O:16])[OH:17])[cH:20][cH:21]2)[cH:2][cH:3][cH:4][cH:5][cH:6]1. Procedure: Add to a solution of (2,4-dichlorobenzyl)-(S)-pyrrolidin-3-ylamine (300 g, 1.22 mol) in acetonitrile (2.25 L) at room temperature diisopropylethylamine (237 g, 1.83 mol) and 5-bromo-2-chloropyrimidine (237 g, 1.23 mol). Reflux for 1 hour. Cool the mixture to 20° C. Add water (45 mL, 2.5 mol) dropwise to give a solid. Stir for 17 h., filter the suspension, and wash the cake with acetonitrile (250 mL), and dry under vacuum at room temperature to give the title compound as a tan solid (377 g, 83%). The yield is 76.8%. Run in C(C)#N (acetonitrile). Product: BrC=1C=NC(=NC1)N1C[C@H](CC1)NCC1=C(C=C(C=C1)Cl)Cl ((S)-[1-(5-Bromopyrimidin-2-yl)-pyrrolidin-3-yl]-(2,4-dichlorobenzyl)-amine). Reaction conditions: temperature 20 celsius, time 17 hour. The reactants are ClC1=C(CN[C@@H]2CNCC2)C=CC(=C1)Cl ((2,4-dichlorobenzyl)-(S)-pyrrolidin-3-ylamine), C(C)(C)N(CC)C(C)C (diisopropylethylamine), BrC=1C=NC(=NC1)Cl (5-bromo-2-chloropyrimidine), O (water). RXN SMILES: [Cl:1][C:2]1[CH:14]=[C:13]([Cl:15])[CH:12]=[CH:11][C:3]=1[CH2:4][NH:5][C@H:6]1[CH2:10][CH2:9][NH:8][CH2:7]1.C(N(C(C)C)CC)(C)C.[Br:25][C:26]1[CH:27]=[N:28][C:29](Cl)=[N:30][CH:31]=1.O>C(#N)C>[Br:25][C:26]1[CH:27]=[N:28][C:29]([N:8]2[CH2:9][CH2:10][C@H:6]([NH:5][CH2:4][C:3]3[CH:11]=[CH:12][C:13]([Cl:15])=[CH:14][C:2]=3[Cl:1])[CH2:7]2)=[N:30][CH:31]=1. Starting materials: CC(C)N=C=O, [I-], [Na+], Cc1ccc(C)c(N2CCN(C(=O)C3CN3S(=O)(=O)c3ccccc3)CC2)c1. Product: Cc1ccc(C)c(N2CCN(C(=O)C3CN(S(=O)(=O)c4ccccc4)C(=O)N3C(C)C)CC2)c1. RXN SMILES: [CH:31]([CH3:32])([CH3:33])[N:34]=[C:35]=[O:36].[I-:30].[Na+:29].[c:1]1([S:7](=[O:8])(=[O:9])[N:10]2[CH:11]([C:13](=[O:14])[N:15]3[CH2:16][CH2:17][N:18]([c:21]4[c:22]([CH3:28])[cH:23][cH:24][c:25]([CH3:27])[cH:26]4)[CH2:19][CH2:20]3)[CH2:12]2)[cH:2][cH:3][cH:4][cH:5][cH:6]1>>[c:1]1([S:7](=[O:8])(=[O:9])[N:10]2[CH2:12][CH:11]([C:13](=[O:14])[N:15]3[CH2:16][CH2:17][N:18]([c:21]4[c:22]([CH3:28])[cH:23][cH:24][c:25]([CH3:27])[cH:26]4)[CH2:19][CH2:20]3)[N:34]([CH:31]([CH3:32])[CH3:33])[C:35]2=[O:36])[cH:2][cH:3][cH:4][cH:5][cH:6]1.